Dataset: the Open Reaction Database (ORD), a public repository of structured organic reaction records. Task: describe an organic reaction: reactants, conditions, products, and yield RXN SMILES: [CH2:1]([C:3]1[S:7][C:6]([S:8]([NH2:11])(=[O:10])=[O:9])=[CH:5][C:4]=1[CH3:12])[CH3:2].[Cl:13][C:14]1[CH:15]=[C:16]([N:21]=[C:22]=[O:23])[CH:17]=[CH:18][C:19]=1[Cl:20].[OH-].[Na+].Cl>CC(C)=O>[Cl:13][C:14]1[CH:15]=[C:16]([NH:21][C:22]([NH:11][S:8]([C:6]2[S:7][C:3]([CH2:1][CH3:2])=[C:4]([CH3:12])[CH:5]=2)(=[O:9])=[O:10])=[O:23])[CH:17]=[CH:18][C:19]=1[Cl:20] |f:2.3|. Solvent: CC(=O)C (acetone). Starting materials: C(C)C1=C(C=C(S1)S(=O)(=O)N)C (5-ethyl-4-methyl-2-thiophenesulfonamide), Cl (HCl), ClC=1C=C(C=CC1Cl)N=C=O (3,4-dichlorophenyl isocyanate), [OH-].[Na+] (NaOH). Yield: 27.4%. The product is ClC=1C=C(C=CC1Cl)NC(=O)NS(=O)(=O)C=1SC(=C(C1)C)CC (N-[[(3,4-dichlorophenyl)amino]carbonyl]-5-ethyl-4-methyl-2-thiophenesulfonamide). Reported procedure: The procedure of Example 4B was followed with 5-ethyl-4-methyl-2-thiophenesulfonamide (1.5 g, 7.3 mmole), 3,4-dichlorophenyl isocyanate (1.38 g, 7.3 mmole), acetone (7 0 ml), 1H NaOH (7.3 ml), concentrated HCl to give the named product as a white solid (2.17 g, 5 2 mmole). Reactants: N#Cc1ccc(Cl)cc1F, [K+], [K+], O=C([O-])[O-], CN(C)C=O, OCCO. Product: N#Cc1ccc(Cl)cc1OCCO. RXN SMILES: [Cl:1][c:2]1[cH:3][c:4]([F:10])[c:5]([C:6]#[N:7])[cH:8][cH:9]1.[K+:15].[K+:16].[O-:17][C:18]([O-:19])=[O:20].[O:21]=[CH:22][N:23]([CH3:24])[CH3:25].[OH:11][CH2:12][CH2:13][OH:14]>>[Cl:1][c:2]1[cH:3][c:4]([O:11][CH2:12][CH2:13][OH:14])[c:5]([C:6]#[N:7])[cH:8][cH:9]1. Reactants: O=C1c2ccccc2C(=O)N1CCBr, O=C([O-])O, CN(C)C=O, [Na+], c1ccc2c(C3CCNCC3)c[nH]c2c1. The product is O=C1c2ccccc2C(=O)N1CCN1CCC(c2c[nH]c3ccccc23)CC1. As a reaction SMILES: [Br:16][CH2:17][CH2:18][N:19]1[C:20](=[O:29])[c:21]2[c:22]([cH:25][cH:26][cH:27][cH:28]2)[C:23]1=[O:24].[C:30](=[O:31])([O-:32])[OH:33].[CH3:35][N:36]([CH3:37])[CH:38]=[O:39].[Na+:34].[nH:1]1[cH:2][c:3]([CH:10]2[CH2:11][CH2:12][NH:13][CH2:14][CH2:15]2)[c:4]2[cH:5][cH:6][cH:7][cH:8][c:9]12>>[nH:1]1[cH:2][c:3]([CH:10]2[CH2:11][CH2:12][N:13]([CH2:17][CH2:18][N:19]3[C:20](=[O:29])[c:21]4[c:22]([cH:25][cH:26][cH:27][cH:28]4)[C:23]3=[O:24])[CH2:14][CH2:15]2)[c:4]2[cH:5][cH:6][cH:7][cH:8][c:9]12. The reactants are C(C)(=O)O[C@H]1C[C@@H](CC2=CC([C@H]3[C@@H]4CC[C@H]([C@@H](CCC(C(C)(C)O)(F)F)C)[C@]4(CC[C@@H]3[C@@]12C)C)Br)OC(C)=O ([1α,3β,7ξ]-7-bromo-24,24-difluorocholest-5-en-1,3,25-triol 1,3-diacetate), CC1=CC(=NC(=C1)C)C (s-collidine), C=1(C(=CC=CC1)C)C (xylene). The solvent is C1=CC=CC=C1 (benzene). Run at temperature 140 celsius. The product is C(C)(=O)O[C@H]1C[C@@H](CC2=CC=C3[C@@H]4CC[C@H]([C@@H](CCC(C(C)(C)O)(F)F)C)[C@]4(CC[C@@H]3[C@@]12C)C)OC(C)=O ([1α,3β]-24,24-difluorocholesta-5,7-dien-1,3,25-triol 1,3-diacetate). As a reaction SMILES: [C:1]([O:4][C@@H:5]1[C@@:32]2([CH3:33])[C:9](=[CH:10][CH:11](Br)[C@@H:12]3[C@@H:31]2[CH2:30][CH2:29][C@@:28]2([CH3:34])[C@H:13]3[CH2:14][CH2:15][C@@H:16]2[C@H:17]([CH3:27])[CH2:18][CH2:19][C:20]([F:26])([F:25])[C:21]([OH:24])([CH3:23])[CH3:22])[CH2:8][C@@H:7]([O:36][C:37](=[O:39])[CH3:38])[CH2:6]1)(=[O:3])[CH3:2].CC1C=C(C)N=C(C)C=1.C1(C)C(C)=CC=CC=1>C1C=CC=CC=1>[C:1]([O:4][C@@H:5]1[C@@:32]2([CH3:33])[C:9](=[CH:10][CH:11]=[C:12]3[C@@H:31]2[CH2:30][CH2:29][C@@:28]2([CH3:34])[C@H:13]3[CH2:14][CH2:15][C@@H:16]2[C@H:17]([CH3:27])[CH2:18][CH2:19][C:20]([F:26])([F:25])[C:21]([OH:24])([CH3:23])[CH3:22])[CH2:8][C@@H:7]([O:36][C:37](=[O:39])[CH3:38])[CH2:6]1)(=[O:3])[CH3:2]. Procedure details: A mixture of 1.33 g (0.0019 mol) of [1α,3β,7ξ]-7-bromo-24,24-difluorocholest-5-en-1,3,25-triol 1,3-diacetate, 0.8 mL of s-collidine and 10 mL of xylene was heated at reflux (140° C.) for 0.5 hr and cooled. The mixture was diluted with 30 mL of benzene. This solution was washed with 10% aqueous sulfuric acid, and saturated aqueous sodium bicarbonate solution. The organic phase was dried over anhydrous magnesium sulfate, filtered, and evaporated to dryness. The residue was purified by column chrom... Reactants: ClC=1C(=CC(=C(C(=O)NS(=O)(=O)C)C1)F)F (5-chloro-2,4-difluoro-N-(methylsulfonyl)benzamide), ClC=1C(=CC(=C(C(=O)NS(N(C)C)(=O)=O)C1)F)F (5-chloro-N—(N,N-dimethylsulfamoyl)-2,4-difluorobenzamide), C12(CC3CC(CC(C1)C3)C2)CO (adamantan-1-ylmethanol), C12C(C3CC(CC(C1)C3)C2)O (adamantan-2-ol). Yields the product C12C(C3CC(CC(C1)C3)C2)OC2=CC(=C(C(=O)NS(N(C)C)(=O)=O)C=C2Cl)F (4-(adamantan-2-yloxy)-5-chloro-N—(N,N-dimethylsulfamoyl)-2-fluorobenzamide), solid. Yield: 38.0%. Reaction SMILES: C12(CO)CC3CC(CC(C3)C1)C2.[CH:13]12[CH2:22][CH:17]3[CH2:18][CH:19]([CH2:21][CH:15]([CH2:16]3)[CH:14]1[OH:23])[CH2:20]2.ClC1C(F)=CC(F)=C(C=1)C(NS(C)(=O)=O)=O.[Cl:40][C:41]1[C:42](F)=[CH:43][C:44]([F:56])=[C:45]([CH:55]=1)[C:46]([NH:48][S:49](=[O:54])(=[O:53])[N:50]([CH3:52])[CH3:51])=[O:47]>>[CH:13]12[CH2:22][CH:17]3[CH2:18][CH:19]([CH2:21][CH:15]([CH2:16]3)[CH:14]1[O:23][C:42]1[C:41]([Cl:40])=[CH:55][C:45]([C:46]([NH:48][S:49](=[O:54])(=[O:53])[N:50]([CH3:52])[CH3:51])=[O:47])=[C:44]([F:56])[CH:43]=1)[CH2:20]2. Procedure: Following the procedure as described in Example 8 and making variations as required to replace adamantan-1-ylmethanol with adamantan-2-ol and 5-chloro-2,4-difluoro-N-(methylsulfonyl)benzamide with 5-chloro-N—(N,N-dimethylsulfamoyl)-2,4-difluorobenzamide (as prepared in Example 31), the title compound was obtained as a colorless solid (0.21 g, 38%): 1H NMR (300 MHz, DMSO-d6) δ 11.73 (s, 1H), 7.74 (d, J=7.5 Hz, 1H), 7.33 (d, J=12.5 Hz, 1H), 4.81 (s, 1H), 2.87 (s, 6H), 2.08-2.03 (m, 4H), 1.84-1.71 ... Starting materials: FC=1C(=NC2=CC=CC(=C2N1)C1=CC=2C(NCC(C2N1)C)=O)C (rac-2-(3-fluoro-2-methylquinoxalin-5-yl)-7-methyl-6,7-dihydro-1H-pyrrolo[3,2-c]pyridin-4(5H)-one), C(C)(C)N (isopropylamine). Run in CS(=O)C (DMSO), O (water). Reaction conditions: temperature 25 celsius. Product: C(C)(C)NC=1C(=NC2=CC=CC(=C2N1)C1=CC=2C(NCC(C2N1)C)=O)C (rac-2-(3-(isopropylamino)-2-methylquinoxalin-5-yl)-7-methyl-6,7-dihydro-1H-pyrrolo[3,2-c]pyridin-4(5H)-one). Yield: 62.2%. RXN SMILES: F[C:2]1[C:3]([CH3:23])=[N:4][C:5]2[C:10]([N:11]=1)=[C:9]([C:12]1[NH:20][C:19]3[CH:18]([CH3:21])[CH2:17][NH:16][C:15](=[O:22])[C:14]=3[CH:13]=1)[CH:8]=[CH:7][CH:6]=2.[CH:24]([NH2:27])([CH3:26])[CH3:25]>CS(C)=O.O>[CH:24]([NH:27][C:2]1[C:3]([CH3:23])=[N:4][C:5]2[C:10]([N:11]=1)=[C:9]([C:12]1[NH:20][C:19]3[CH:18]([CH3:21])[CH2:17][NH:16][C:15](=[O:22])[C:14]=3[CH:13]=1)[CH:8]=[CH:7][CH:6]=2)([CH3:26])[CH3:25]. Procedure details: A solution of rac-2-(3-fluoro-2-methylquinoxalin-5-yl)-7-methyl-6,7-dihydro-1H-pyrrolo[3,2-c]pyridin-4(5H)-one (Example 156; 27.8 mg, 0.090 mmol) and isopropylamine (0.023 mL, 0.269 mmol) in DMSO (0.8 mL) was heated under argon in a sealed flask at 60° C. for 1 h. The reaction was cooled to 25° C. and diluted with water (10 mL). The precipitated solid was collected by vacuum filtration, washed with water (2×5 mL), and dried in vacuo to provide rac-2-(3-(isopropylamino)-2-methylquinoxalin-5-yl)-7...